Dataset: the Open Reaction Database (ORD), a public repository of structured organic reaction records. Task: describe an organic reaction: reactants, conditions, products, and yield Reactants: C(C=C)#N (acrylonitrile), C(C1=CC=CC=C1)O (benzyl alcohol), indolizidine alcohol, esters, [AlH](CC(C)C)CC(C)C (i-Bu2AlH), silylalkyne, C1=CC=C(C=C1)COCCC#N (3-(benzyloxy)propanitrile), aldehyde, C[C@H]([C@@H](/C(=C/CC(C)/C=C\1/C[C@]([C@@H]2CCCN2C1)(C)O)/C)O)O (pumiliotoxin B), (S)-5-(benzyloxy)-1-trimethyl-silyl-1-pentyn-3-ol. Yields the product C(C1=CC=CC=C1)OCCC=O (3-benzyloxy propanal). As a reaction SMILES: C[C@@H](O)[C@H](O)/C(/C)=[CH:5]/[CH2:6][CH:7](/[CH:9]=[C:10]1/[CH2:11][C@@:12]([OH:20])(C)[C@H]2N(C/1)CCC2)C.C1C=C[C:27]([CH2:30][O:31]CCC#N)=[CH:26]C=1.C(#N)C=C.C(O)C1C=CC=CC=1.[AlH](CC(C)C)CC(C)C>>[CH2:12]([O:20][CH2:26][CH2:27][CH:30]=[O:31])[C:11]1[CH:5]=[CH:6][CH:7]=[CH:9][CH:10]=1. Reported procedure: To generate indolizidine alcohol and aldehyde intermediates useful in the synthesis of pumiliotoxin B, it is necessary to assemble a chiral silylalkyne from esters of (S)-5-(benzyloxy)-1-trimethyl-silyl-1-pentyn-3-ol. This involves the reduction of 3-(benzyloxy)propanitrile, the latter reagent being prepared from acrylonitrile and benzyl alcohol as described by Gaiffe and Launay in Academy of Science, Serial C, Pages 1379-1380 (1968), with i-Bu2AlH to give 3-benzyloxy propanal which is condensed... The reactants are O=C([O-])[O-], C[SiH](C)OC(C(CO[Si](C)(C)C(C)(C)C)COS(C)(=O)=O)C(C)(C)C, CN(C)C=O, [K+], [K+], O, COc1cc(O)c(C=O)cc1-c1cccs1. Product: COc1cc(OCC(CO[Si](C)(C)C(C)(C)C)C(O[SiH](C)C)C(C)(C)C)c(C=O)cc1-c1cccs1. Reaction SMILES: [C:17](=[O:18])([O-:19])[O-:20].[C:23]([CH3:24])([CH3:25])([CH3:26])[Si:27]([O:28][CH2:29][CH:30]([CH2:31][O:32][S:33]([CH3:34])(=[O:35])=[O:36])[CH:37]([O:38][SiH:39]([CH3:40])[CH3:41])[C:42]([CH3:43])([CH3:44])[CH3:45])([CH3:46])[CH3:47].[CH3:48][N:49]([CH3:50])[CH:51]=[O:52].[K+:21].[K+:22].[OH2:53].[OH:1][c:2]1[c:3]([CH:4]=[O:5])[cH:6][c:7](-[c:12]2[s:13][cH:14][cH:15][cH:16]2)[c:8]([O:10][CH3:11])[cH:9]1>>[O:1]([c:2]1[c:3]([CH:4]=[O:5])[cH:6][c:7](-[c:12]2[s:13][cH:14][cH:15][cH:16]2)[c:8]([O:10][CH3:11])[cH:9]1)[CH2:31][CH:30]([CH2:29][O:28][Si:27]([C:23]([CH3:24])([CH3:25])[CH3:26])([CH3:46])[CH3:47])[CH:37]([O:38][SiH:39]([CH3:40])[CH3:41])[C:42]([CH3:43])([CH3:44])[CH3:45]. The reactants are [Li]C (MeLi), O (H2O), C(CC)N(C1COC2=CC=CC(=C2C1)C(=O)Cl)CCC (3-Dipropylamino-5-chloroformylchroman), C(CC)N(C1COC2=CC=CC(=C2C1)C(=O)OC)CCC (3-dipropylamino-5-methyloxycarbonylchroman), lithium dimethylcuprate. Reagents/catalysts: [Cu]I (CuI). Run in O1CCCC1 (tetrahydrofuran), O1CCCC1 (tetrahydrofuran). Reaction conditions: temperature -78 celsius, time 15 minute. Yields the product C(CC)N(C1COC2=CC=CC(=C2C1)C(C)=O)CCC (3-Dipropylamino-5-acetylchroman). Reaction SMILES: [CH2:1]([N:4]([CH2:18][CH2:19][CH3:20])[CH:5]1[CH2:14][C:13]2[C:8](=[CH:9][CH:10]=[CH:11][C:12]=2[C:15](Cl)=[O:16])[O:7][CH2:6]1)[CH2:2][CH3:3].[CH2:21](N(CCC)C1CC2C(=CC=CC=2C(OC)=O)OC1)CC.[Li]C.O>O1CCCC1.[Cu]I>[CH2:1]([N:4]([CH2:18][CH2:19][CH3:20])[CH:5]1[CH2:14][C:13]2[C:8](=[CH:9][CH:10]=[CH:11][C:12]=2[C:15](=[O:16])[CH3:21])[O:7][CH2:6]1)[CH2:2][CH3:3]. Procedure details: 3-Dipropylamino-5-chloroformylchroman*HCl (4.42 g, 13.4 mmol), prepared from 3-dipropylamino-5-methyloxycarbonylchroman (Example 2) analogous to the procedure used in Example 3, in dry tetrahydrofuran (20 ml), was added to a pre-formed solution of lithium dimethylcuprate; prepared from MeLi and CuI, in 200 mL tetrahydrofuran at -78° C. The solution was stirred for 15 minutes at -78° C. and was then allowed to reach room temperature during 10 minutes. Then, 30 mL H2O was slowly added. The organic... The reactants are ClCCl, O=S(=O)(Cl)Cl, O=C1C2CCCN2S(=O)(=O)N1CSc1ccccc1. The product is O=C1C2CCCN2S(=O)(=O)N1CCl. RXN SMILES: [CH2:25]([Cl:26])[Cl:27].[S:20]([Cl:21])(=[O:22])([Cl:23])=[O:24].[c:1]1([S:2][CH2:8][N:9]2[C:10](=[O:19])[CH:11]3[N:12]([S:13]2(=[O:14])=[O:15])[CH2:16][CH2:17][CH2:18]3)[cH:3][cH:4][cH:5][cH:6][cH:7]1>>[CH2:8]([N:9]1[C:10](=[O:19])[CH:11]2[N:12]([S:13]1(=[O:14])=[O:15])[CH2:16][CH2:17][CH2:18]2)[Cl:23]. Starting materials: C(C)(C)(C)OC(NC=1SC(=CC1C#N)C=1C=NC=CC1)=O (tert-Butyl(3-cyano-5-pyridin-3-yl-2-thienyl)carbamate), O1CCOCC1 (dioxane). Run in Cl (hydrochloric acid). Reaction conditions: time 6 hour. Yields the product NC=1SC(=CC1C#N)C=1C=NC=CC1 (2-Amino-5-pyridin-3-ylthiophene-3-carbonitrile). Reaction SMILES: C(OC(=O)[NH:7][C:8]1[S:9][C:10]([C:15]2[CH:16]=[N:17][CH:18]=[CH:19][CH:20]=2)=[CH:11][C:12]=1[C:13]#[N:14])(C)(C)C.O1CCOCC1>Cl>[NH2:7][C:8]1[S:9][C:10]([C:15]2[CH:16]=[N:17][CH:18]=[CH:19][CH:20]=2)=[CH:11][C:12]=1[C:13]#[N:14]. Reported procedure: tert-Butyl(3-cyano-5-pyridin-3-yl-2-thienyl)carbamate (800 mg, 2.07 mmol) was dissolved in 4M hydrochloric acid in dioxane (10.4 ml, 41.6 mmol) and the mixture was stirred at room temperature for 6 h. The mixture was quenched with 1N sodium hydroxide (50 mL) and extracted with ethyl acetate (3×100 mL). The combined organics were dried over anhydrous magnesium sulfate, filtered, and concentrated under reduced pressure to afford the title compound as a solid.